From a dataset of the Open Reaction Database (ORD), a public repository of structured organic reaction records. describe an organic reaction: reactants, conditions, products, and yield Reactants: CC1(OC2=C(O1)C=CC=C2)CCO (2-methyl-2-(β-hydroxyethyl)-1,3-benzodioxole), Cl (HCl), C1=CC=CC=C1 (benzene), N1CCOCC1.C(C)Cl (morpholine ethyl chloride). Solvent: O (water). Yields the product CC1(OC2=C(O1)C=CC=C2)CCOCCN2CCOCC2 (2-methyl-2-(β-morpholinoethoxyethyl)-1,3-benzodioxole). RXN SMILES: [CH3:1][C:2]1([CH2:11][CH2:12][OH:13])[O:6][C:5]2[CH:7]=[CH:8][CH:9]=[CH:10][C:4]=2[O:3]1.[CH:14]1[CH:19]=CC=CC=1.[NH:20]1[CH2:25][CH2:24][O:23][CH2:22][CH2:21]1.C(Cl)C.Cl>O>[CH3:1][C:2]1([CH2:11][CH2:12][O:13][CH2:24][CH2:25][N:20]2[CH2:14][CH2:19][O:23][CH2:22][CH2:21]2)[O:3][C:4]2[CH:10]=[CH:9][CH:8]=[CH:7][C:5]=2[O:6]1 |f:2.3|. Procedure: 3.2 g. of 80% HaH are added a little at a time, with cooling, to 10 g. of 2-methyl-2-(β-hydroxyethyl)-1,3-benzodioxole dissolved in 180 cc. of anhydrous benzene. The mixture is refluxed for one hour and cooled. 15 g. of morpholine-ethyl chloride are added drop by drop, and the mixture is refluxed for three hours. The solvent is eliminated under vacuum, and the residue is dissolved in water, acidified with dilute HCl and extracted with ether. The aqueous phase is made alkaline, and again extracte... Reactants: C(C)OC(CN1CCC(CC1)COC1=CC=C2CCN(CC2=C1)C(NC(=O)OC(C)(C)C)=NC(=O)OC(C)(C)C)=O (4-[2-(N,N′-di-tert-butoxycarbonylamidino)-1,2,3,4-tetrahydroisoquinolin-7-yloxymethyl]piperidine-1-acetic acid ethyl ester), O (water), [BH4-].[Li+] (lithium borohydride). Run in O1CCCC1 (tetrahydrofuran), CO (methanol). Conditions: time 3 hour. Product: C(C)(C)(C)OC(=O)NC(=NC(=O)OC(C)(C)C)N1CC2=CC(=CC=C2CC1)OCC1CCN(CC1)CCO (N,N′-Di-tert-Butoxycarbonyl-7-[1-(2-hydroxyethyl)piperidin-4-ylmethoxy]-1,2,3,4-tetrahydroisoquinoline-2-carboxamidine). Yield: 45.2%. As a reaction SMILES: C([O:3][C:4](=O)[CH2:5][N:6]1[CH2:11][CH2:10][CH:9]([CH2:12][O:13][C:14]2[CH:23]=[C:22]3[C:17]([CH2:18][CH2:19][N:20]([C:24](=[N:33][C:34]([O:36][C:37]([CH3:40])([CH3:39])[CH3:38])=[O:35])[NH:25][C:26]([O:28][C:29]([CH3:32])([CH3:31])[CH3:30])=[O:27])[CH2:21]3)=[CH:16][CH:15]=2)[CH2:8][CH2:7]1)C.[BH4-].[Li+].O>O1CCCC1.CO>[C:37]([O:36][C:34]([NH:33][C:24]([N:20]1[CH2:19][CH2:18][C:17]2[C:22](=[CH:23][C:14]([O:13][CH2:12][CH:9]3[CH2:8][CH2:7][N:6]([CH2:5][CH2:4][OH:3])[CH2:11][CH2:10]3)=[CH:15][CH:16]=2)[CH2:21]1)=[N:25][C:26]([O:28][C:29]([CH3:32])([CH3:31])[CH3:30])=[O:27])=[O:35])([CH3:38])([CH3:39])[CH3:40] |f:1.2|. Procedure: To a solution of 4-[2-(N,N′-di-tert-butoxycarbonylamidino)-1,2,3,4-tetrahydroisoquinolin-7-yloxymethyl]piperidine-1-acetic acid ethyl ester (155 mg) in a mixture of tetrahydrofuran (2 ml) and methanol (0.008 ml) was added lithium borohydride (11 mg), and the mixture was stirred at room temperature for 3 hours. After completion of the reaction, water was added and the mixture was extracted with ethyl acetate and washed successively with water and saturated brine. The organic layer was dried over ... Starting materials: CN(C)CCN, CCOC(C)=O, ClCCl, O=[N+]([O-])c1cccc(S(=O)(=O)Cl)c1. The product is CN(C)CCNS(=O)(=O)c1cccc([N+](=O)[O-])c1. As a reaction SMILES: [CH3:14][N:15]([CH2:16][CH2:17][NH2:18])[CH3:19].[CH3:23][CH2:24][O:25][C:26]([CH3:27])=[O:28].[Cl:20][CH2:21][Cl:22].[N+:1](=[O:2])([O-:3])[c:4]1[cH:5][c:6]([S:10](=[O:11])(=[O:12])[Cl:13])[cH:7][cH:8][cH:9]1>>[N+:1](=[O:2])([O-:3])[c:4]1[cH:5][c:6]([S:10](=[O:11])(=[O:12])[NH:18][CH2:17][CH2:16][N:15]([CH3:14])[CH3:19])[cH:7][cH:8][cH:9]1. Starting materials: COC(=O)C=1C=C(C(=CC1)C1CC1)C1=C(C=CC(=C1)OC)F (Methyl-6-cyclopropyl-2′-fluoro-5′-(methyloxy)-1,1′-biphenyl-3-carboxylate), [H-].[Al+3].[Li+].[H-].[H-].[H-] (lithium aluminum hydride). Run in C1CCOC1 (THF). Conditions: temperature 0 celsius, time 15 minute. The product is C1(CC1)C1=CC=C(C=C1C1=C(C=CC(=C1)OC)F)CO ((6-Cyclopropyl-2′-fluoro-5′-(methyloxy)-1,1′-biphenyl-3-yl)methanol). Isolated yield 66.4%. As a reaction SMILES: C[O:2][C:3]([C:5]1[CH:6]=[C:7]([C:14]2[CH:19]=[C:18]([O:20][CH3:21])[CH:17]=[CH:16][C:15]=2[F:22])[C:8]([CH:11]2[CH2:13][CH2:12]2)=[CH:9][CH:10]=1)=O.[H-].[Al+3].[Li+].[H-].[H-].[H-]>C1COCC1>[CH:11]1([C:8]2[C:7]([C:14]3[CH:19]=[C:18]([O:20][CH3:21])[CH:17]=[CH:16][C:15]=3[F:22])=[CH:6][C:5]([CH2:3][OH:2])=[CH:10][CH:9]=2)[CH2:12][CH2:13]1 |f:1.2.3.4.5.6|. Procedure details: To a dry round bottom flask containing 13.3 (0.4 g, 1.328 mmol) under an argon atmosphere was added dry THF (6 mL). The resulting mixture was cooled to 0° C. After 15 minutes, lithium aluminum hydride (1.0 M solution in THF) (2.0 mL, 2.00 mmol) was carefully added at 0° C. Upon complete addition, the reaction was allowed to warm to room temperature. After 2 hours, the reaction was cooled in an ice bath, and then carefully quenched with water and diluted with EtOAc. The organic phase was washed w...